From a dataset of the Open Reaction Database (ORD), a public repository of structured organic reaction records. describe an organic reaction: reactants, conditions, products, and yield Reactants: O.[OH-].[Li+] (lithium hydroxide monohydrate), solution, O1CCCC1 (tetrahydrofuran), C=1(C(=CC=CC1)C(=O)CN1C(C(CN(C2=C1C=C(C=C2)C)C(CC(C)C)=O)NC(=O)NC2=CC(=CC=C2)C(=O)OCC)=O)C (1-[1-(2-Toluoylmethyl)-2-oxo-5-isovaleryl-8-methyl-1,3,4,5-tetrahydro-2H-1,5-benzodiazepin-3-yl]-3-(3-ethoxycarbonylphenyl)urea). The solvent is CO (methanol). Product: C=1(C(=CC=CC1)C(=O)CN1C(C(CN(C2=C1C=C(C=C2)C)C(CC(C)C)=O)NC(NC=2C=C(C(=O)O)C=CC2)=O)=O)C (3-[3-[1-(2-toluoylmethyl)-2-oxo-5-isovaleryl-8-methyl-1,3,4,5-tetrahydro-2H-1,5-benzodiazepin-3-yl]ureido]benzoic acid). The yield is 56.7%. Reaction SMILES: [C:1]1([CH3:44])[C:2]([C:7]([CH2:9][N:10]2[C:16]3[CH:17]=[C:18]([CH3:21])[CH:19]=[CH:20][C:15]=3[N:14]([C:22](=[O:27])[CH2:23][CH:24]([CH3:26])[CH3:25])[CH2:13][CH:12]([NH:28][C:29]([NH:31][C:32]3[CH:37]=[CH:36][CH:35]=[C:34]([C:38]([O:40]CC)=[O:39])[CH:33]=3)=[O:30])[C:11]2=[O:43])=[O:8])=[CH:3][CH:4]=[CH:5][CH:6]=1.O.[OH-].[Li+].O1CCCC1>CO>[C:1]1([CH3:44])[C:2]([C:7]([CH2:9][N:10]2[C:16]3[CH:17]=[C:18]([CH3:21])[CH:19]=[CH:20][C:15]=3[N:14]([C:22](=[O:27])[CH2:23][CH:24]([CH3:26])[CH3:25])[CH2:13][CH:12]([NH:28][C:29](=[O:30])[NH:31][C:32]3[CH:33]=[C:34]([CH:35]=[CH:36][CH:37]=3)[C:38]([OH:40])=[O:39])[C:11]2=[O:43])=[O:8])=[CH:3][CH:4]=[CH:5][CH:6]=1 |f:1.2.3|. Reported procedure: 1-[1-(2-Toluoylmethyl)-2-oxo-5-isovaleryl-8-methyl-1,3,4,5-tetrahydro-2H-1,5-benzodiazepin-3-yl]-3-(3-ethoxycarbonylphenyl)urea (296 mg) was dissolved in methanol (14 ml), aqueous lithium hydroxide monohydrate (62 mg) solution (7 ml) and tetrahydrofuran (7 ml) were added, and the mixture was refluxed for 45 minutes. The reaction mixture was concentrated under reduced pressure, 1N hydrochloric acid was added, and extracted with methylene chloride. The organic layer was washed with saturated brine... Starting materials: ClCCCOC1=CC2=C(C3=CC(NN=C3CC2)=O)C=C1 (8-(3-chloro-propoxy)-5,6-dihydro-3H-benzo[f]cinnolin-2-one), C[C@H]1[NH2+]CCC1.C1(=CC=CC=C1)S(=O)(=O)[O-] (benzenesulfonate (R)-2-methyl-pyrrolidinium), C([O-])([O-])=O.[K+].[K+] (potassium carbonate), [I-].[K+] (potassium iodide). Run in C(C)#N (acetonitrile). Yields the product C[C@H]1N(CCC1)CCCOC1=CC2=C(C3=CC(NN=C3CC2)=O)C=C1 (8-[3-((R)-2-Methyl-pyrrolidin-1-yl)-propoxy]-5,6-dihydro-3H-benzo[f]cinnolin-2-one). RXN SMILES: Cl[CH2:2][CH2:3][CH2:4][O:5][C:6]1[CH:20]=[CH:19][C:9]2[C:10]3[C:15]([CH2:16][CH2:17][C:8]=2[CH:7]=1)=[N:14][NH:13][C:12](=[O:18])[CH:11]=3.[CH3:21][C@@H:22]1[CH2:26][CH2:25][CH2:24][NH2+:23]1.C1(S([O-])(=O)=O)C=CC=CC=1.C(=O)([O-])[O-].[K+].[K+].[I-].[K+]>C(#N)C>[CH3:21][C@@H:22]1[CH2:26][CH2:25][CH2:24][N:23]1[CH2:2][CH2:3][CH2:4][O:5][C:6]1[CH:20]=[CH:19][C:9]2[C:10]3[C:15]([CH2:16][CH2:17][C:8]=2[CH:7]=1)=[N:14][NH:13][C:12](=[O:18])[CH:11]=3 |f:1.2,3.4.5,6.7|. Reported procedure: In a 25 mL round bottom flask, 8-(3-chloro-propoxy)-5,6-dihydro-3H-benzo[f]cinnolin-2-one (100 mg, 0.34 mmol), benzenesulfonate (R)-2-methyl-pyrrolidinium (168 mg, 0.68 mmol), potassium carbonate (190 mg, 1.36 mmol), and potassium iodide (1 mg, 0.006 mmol) in acetonitrile (10 mL) was heated to reflux 14 h. The reaction was cooled and the solvent concentrated under vacuum. The slurry was partitioned between methylene chloride and water, and then washed with water 3 times. The organics were chroma... The reactants are B, Cn1nnnc1-c1ccc2scc(CC#N)c2c1, C1CCOC1, C1CCOC1. The product is Cn1nnnc1-c1ccc2scc(CCN)c2c1. Reaction SMILES: [BH3:24].[C:1](#[N:2])[CH2:3][c:4]1[c:5]2[c:6]([s:7][cH:8]1)[cH:9][cH:10][c:11](-[c:13]1[n:14][n:15][n:16][n:17]1[CH3:18])[cH:12]2.[CH2:25]1[O:26][CH2:27][CH2:28][CH2:29]1.[O:19]1[CH2:20][CH2:21][CH2:22][CH2:23]1>>[CH2:1]([NH2:2])[CH2:3][c:4]1[c:5]2[c:6]([s:7][cH:8]1)[cH:9][cH:10][c:11](-[c:13]1[n:14][n:15][n:16][n:17]1[CH3:18])[cH:12]2. The reactants are NC1=NC=2C=CC3=C(C2C(N1)=O)C=C(C=C3)NS(=O)(=O)C3=CC=C(C(=O)OC)C=C3 (methyl 4-(((3-Amino-1,2-dihydro-1-oxobenzo[f]quinazolin-9-yl)amino)sulfonyl)benzoate), Cl (HCl). The solvent is [OH-].[Na+] (NaOH). The product is NC1=NC=2C=CC3=C(C2C(N1)=O)C=C(C=C3)NS(=O)(=O)C3=CC=C(C(=O)O)C=C3 (4-(((3-amino-1,2-dihydro-1-oxobenzo[f]quinazolin-9-yl)amino)sulfonyl)benzoic acid). As a reaction SMILES: [NH2:1][C:2]1[NH:11][C:10](=[O:12])[C:9]2[C:8]3[CH:13]=[C:14]([NH:17][S:18]([C:21]4[CH:30]=[CH:29][C:24]([C:25]([O:27]C)=[O:26])=[CH:23][CH:22]=4)(=[O:20])=[O:19])[CH:15]=[CH:16][C:7]=3[CH:6]=[CH:5][C:4]=2[N:3]=1.Cl>[OH-].[Na+]>[NH2:1][C:2]1[NH:11][C:10](=[O:12])[C:9]2[C:8]3[CH:13]=[C:14]([NH:17][S:18]([C:21]4[CH:30]=[CH:29][C:24]([C:25]([OH:27])=[O:26])=[CH:23][CH:22]=4)(=[O:20])=[O:19])[CH:15]=[CH:16][C:7]=3[CH:6]=[CH:5][C:4]=2[N:3]=1 |f:2.3|. Procedure details: A solution of methyl 4-(((3-Amino-1,2-dihydro-1-oxobenzo[f]quinazolin-9-yl)amino)sulfonyl)benzoate (0.54 g, 1.2 mmoles) in 0.1 N NaOH (30 ml) was stirred at room temperature under a nitrogen atmosphere for 19 hrs. After this time, the solution was acidified (pH 4) with 1 N HCl to cause precipitation of the product which was filtered and dried to give 4-(((3-amino-1,2-dihydro-1-oxobenzo[f]quinazolin-9-yl)amino)sulfonyl)benzoic acid as a light brown solid. (0.46 g, 86%) 1HNMR(DM-SO-d6, 200 MHz) δ:...